describe an organic reaction: reactants, conditions, products, and yield From a dataset of the Open Reaction Database (ORD), a public repository of structured organic reaction records. Starting materials: ClC1=CC(=C(C=C1)I)C (4-chloro-1-iodo-2-methyl-benzene), BrC1=C(C=CC=C1)S (2-bromo-benzenethiol). The product is BrC1=C(C=CC=C1)SC1=C(C=C(C=C1)Cl)C (1-Bromo-2-(4-chloro-2-methyl-phenylsulfanyl)-benzene). RXN SMILES: [Cl:1][C:2]1[CH:7]=[CH:6][C:5](I)=[C:4]([CH3:9])[CH:3]=1.[Br:10][C:11]1[CH:16]=[CH:15][CH:14]=[CH:13][C:12]=1[SH:17]>>[Br:10][C:11]1[CH:16]=[CH:15][CH:14]=[CH:13][C:12]=1[S:17][C:5]1[CH:6]=[CH:7][C:2]([Cl:1])=[CH:3][C:4]=1[CH3:9]. Procedure details: Prepared from 4-chloro-1-iodo-2-methyl-benzene and 2-bromo-benzenethiol.